From a dataset of the Open Reaction Database (ORD), a public repository of structured organic reaction records. describe an organic reaction: reactants, conditions, products, and yield The reactants are CC(C)(C)OC(=O)NCCCc1c(C(=O)O)[nH]c2ccc(Br)cc12, ClCCl, CCOCC, Cl, C1COCCO1. Product: NCCCc1c(C(=O)O)[nH]c2ccc(Br)cc12, Cl. As a reaction SMILES: [Br:1][c:2]1[cH:3][c:4]2[c:5]([CH2:14][CH2:15][CH2:16][NH:17][C:18]([O:19][C:20]([CH3:21])([CH3:22])[CH3:23])=[O:24])[c:6]([C:11](=[O:12])[OH:13])[nH:7][c:8]2[cH:9][cH:10]1.[CH2:31]([Cl:32])[Cl:33].[CH3:26][CH2:27][O:28][CH2:29][CH3:30].[ClH:25].[O:34]1[CH2:35][CH2:36][O:37][CH2:38][CH2:39]1>>[Br:1][c:2]1[cH:3][c:4]2[c:5]([CH2:14][CH2:15][CH2:16][NH2:17])[c:6]([C:11](=[O:12])[OH:13])[nH:7][c:8]2[cH:9][cH:10]1.[ClH:25]. The reactants are BrCC=Cc1ccccc1, C1CCOC1, [Li]CCCC, CCCC(O)CC(=O)OCC, CN(C)P(=O)(N(C)C)N(C)C, CC(C)NC(C)C. Yields the product CCCC(O)C(CC=Cc1ccccc1)C(=O)OCC. Reaction SMILES: [CH2:24]([CH:25]=[CH:26][c:27]1[cH:28][cH:29][cH:30][cH:31][cH:32]1)[Br:33].[CH2:34]1[O:35][CH2:36][CH2:37][CH2:38]1.[CH2:8]([Li:9])[CH2:10][CH2:11][CH3:12].[CH3:13][CH2:14][CH2:15][CH:16]([OH:17])[CH2:18][C:19](=[O:20])[O:21][CH2:22][CH3:23].[CH3:39][N:40]([CH3:41])[P:42]([N:43]([CH3:44])[CH3:45])([N:46]([CH3:47])[CH3:48])=[O:49].[CH:1]([NH:2][CH:3]([CH3:4])[CH3:5])([CH3:6])[CH3:7]>>[CH3:13][CH2:14][CH2:15][CH:16]([OH:17])[CH:18]([C:19](=[O:20])[O:21][CH2:22][CH3:23])[CH2:24][CH:25]=[CH:26][c:27]1[cH:28][cH:29][cH:30][cH:31][cH:32]1. Starting materials: ClC1=C2C3=C(NC2=C(C=C1)Cl)CN(CC3)C (5,8-dichloro-2,3,4,9-tetrahydro-2-methyl-1H-pyrido[3,4-b]indole), [H-].[Na+] (sodium hydride), CC1=CC=C(C=C1)S(=O)(=O)OCCC=1C=NC(=CC1)C (2-(6-methylpyridin-3-yl)ethyl 4-methylbenzenesulfonate). The solvent is CN(C)C=O (DMF). Run at temperature 60 celsius, time 30 minute. Yields the product ClC1=C2C3=C(N(C2=C(C=C1)Cl)CCC=1C=NC(=CC1)C)CN(CC3)C (5,8-dichloro-2,3,4,9-tetrahydro-2-methyl-9-(2-(6-methylpyridin-3-yl)ethyl)-1H-pyrido[3,4-b]indole). As a reaction SMILES: [Cl:1][C:2]1[CH:10]=[CH:9][C:8]([Cl:11])=[C:7]2[C:3]=1[C:4]1[CH2:15][CH2:14][N:13]([CH3:16])[CH2:12][C:5]=1[NH:6]2.[H-].[Na+].CC1C=CC(S(O[CH2:30][CH2:31][C:32]2[CH:33]=[N:34][C:35]([CH3:38])=[CH:36][CH:37]=2)(=O)=O)=CC=1>CN(C=O)C>[Cl:1][C:2]1[CH:10]=[CH:9][C:8]([Cl:11])=[C:7]2[C:3]=1[C:4]1[CH2:15][CH2:14][N:13]([CH3:16])[CH2:12][C:5]=1[N:6]2[CH2:30][CH2:31][C:32]1[CH:33]=[N:34][C:35]([CH3:38])=[CH:36][CH:37]=1 |f:1.2|. Reported procedure: To a solution of 5,8-dichloro-2,3,4,9-tetrahydro-2-methyl-1H-pyrido[3,4-b]indole (200 mg, 0.78 mmol) in DMF (2 mL), sodium hydride (94 mg, 2.36 mmol) was added. After stirring at 60° C. for 30 min., 2-(6-methylpyridin-3-yl)ethyl 4-methylbenzenesulfonate (572 mg, 1.96 mmol) was added to the reaction mixture and stirred at the same temperature for 40 min. The progress of reaction was monitored by TLC and LCMS. The reaction mixture was quenched with water and extracted with EtOAc. The organic layer... Reactants: COC1=C(CN(S(=O)(=O)C2=C(C=C(C(=C2)F)O[C@H]2[C@@H](CCCC2)C2=CC=CC=C2)F)C2=NC=NS2)C=CC(=C1)OC (N-(2,4-dimethoxybenzyl)-2,5-difluoro-4-{[(1R,2S)-2-phenylcyclohexyl]oxy}-N-(1,2,4-thiadiazol-5-yl)benzenesulfonamide), C(C)[SiH](CC)CC (triethylsilane), FC(C(=O)O)(F)F (trifluoroacetic acid). Solvent: ClCCl (dichloromethane). Product: FC1=C(C=C(C(=C1)O[C@H]1[C@@H](CCCC1)C1=CC=CC=C1)F)S(=O)(=O)NC1=NC=NS1 (2,5-Difluoro-4-{[(1R,2S)-2-phenylcyclohexyl]oxy}-N-(1,2,4-thiadiazol-5-yl)benzenesulfonamide). Yield: 99.9%. RXN SMILES: COC1C=C(OC)C=CC=1C[N:6]([C:31]1[S:35][N:34]=[CH:33][N:32]=1)[S:7]([C:10]1[CH:15]=[C:14]([F:16])[C:13]([O:17][C@@H:18]2[CH2:23][CH2:22][CH2:21][CH2:20][C@H:19]2[C:24]2[CH:29]=[CH:28][CH:27]=[CH:26][CH:25]=2)=[CH:12][C:11]=1[F:30])(=[O:9])=[O:8].C([SiH](CC)CC)C.FC(F)(F)C(O)=O>ClCCl>[F:30][C:11]1[CH:12]=[C:13]([O:17][C@@H:18]2[CH2:23][CH2:22][CH2:21][CH2:20][C@H:19]2[C:24]2[CH:25]=[CH:26][CH:27]=[CH:28][CH:29]=2)[C:14]([F:16])=[CH:15][C:10]=1[S:7]([NH:6][C:31]1[S:35][N:34]=[CH:33][N:32]=1)(=[O:9])=[O:8]. Reported procedure: The reaction and aftertreatment were conducted in the same manner as in Example 1b by using the N-(2,4-dimethoxybenzyl)-2,5-difluoro-4-{[(1R,2S)-2-phenylcyclohexyl]oxy}-N-(1,2,4-thiadiazol-5-yl)benzenesulfonamide (53.6 mg, 0.0891 mmol) prepared in Example 75a, triethylsilane (0.10 mL), trifluoroacetic acid (1.0 mL) and dichloromethane (1.0 mL), to yield the title compound (40.2 mg, 99%) as a colorless solid. Starting materials: C(=O)([O-])[O-].[K+].[K+] (K2CO3), BrC=1C=C(C=CC1)C#C[Si](C)(C)C (3-bromophenyltrimethylsilylacetylene). The solvent is CO (MeOH), Hexanes. Product: BrC=1C=C(C=CC1)C#C (3-Bromophenylacetylene). As a reaction SMILES: C([O-])([O-])=O.[K+].[K+].[Br:7][C:8]1[CH:9]=[C:10]([C:14]#[C:15][Si](C)(C)C)[CH:11]=[CH:12][CH:13]=1>CO>[Br:7][C:8]1[CH:9]=[C:10]([C:14]#[CH:15])[CH:11]=[CH:12][CH:13]=1 |f:0.1.2|. Procedure: To each of 2 one-liter flasks were charged K2CO3 (68 g, 493 mmol), a large magnetic stirbar and MeOH (250 mL). Stirring was begun on both reaction mixtures and once it was satisfied that they were stirring without any problems, 3-bromophenyltrimethylsilylacetylene (12.5 g, 49.3 mmol, 10.5 mL) was added to each reaction vessel and the mixtures were refluxed overnight. The reaction mixtures were filtered and the filter cakes were washed with MeOH. The combined filtrate was concentrated in vacuo, d... Reactants: CC1(OB(OC1(C)C)C=1C=C(C=CC1)CC(=O)O)C (2-(3-(4,4,5,5-tetramethyl-1,3,2-dioxaborolan-2-yl)phenyl)acetic acid), BrC=1N=C(C(=NC1)N)C=1OC2=C(N1)C=CC(=C2)F (5-bromo-3-(6-fluoro-1,3-benzoxazol-2-yl)pyrazin-2-amine). Solvent: C1(=CC=CC=C1)C.O1CCOCC1 (toluene dioxane), C([O-])([O-])=O.[Na+].[Na+] (sodium carbonate). Conditions: temperature 85 celsius. Yields the product NC=1N=CC(=NC1C=1OC2=C(N1)C=CC(=C2)F)C=2C=C(C=CC2)CC(=O)O (2-[3-[5-amino-6-(6-fluoro-1,3-benzoxazol-2-yl)pyrazin-2-yl]phenyl]acetic acid). Isolated yield 12.7%. As a reaction SMILES: CC1(C)C(C)(C)OB([C:9]2[CH:10]=[C:11]([CH2:15][C:16]([OH:18])=[O:17])[CH:12]=[CH:13][CH:14]=2)O1.Br[C:21]1[N:22]=[C:23]([C:28]2[O:29][C:30]3[CH:36]=[C:35]([F:37])[CH:34]=[CH:33][C:31]=3[N:32]=2)[C:24]([NH2:27])=[N:25][CH:26]=1>C1(C)C=CC=CC=1.O1CCOCC1.C(=O)([O-])[O-].[Na+].[Na+]>[NH2:27][C:24]1[N:25]=[CH:26][C:21]([C:9]2[CH:10]=[C:11]([CH2:15][C:16]([OH:18])=[O:17])[CH:12]=[CH:13][CH:14]=2)=[N:22][C:23]=1[C:28]1[O:29][C:30]2[CH:36]=[C:35]([F:37])[CH:34]=[CH:33][C:31]=2[N:32]=1 |f:2.3,4.5.6|. Procedure: A mixture of 2-(3-(4,4,5,5-tetramethyl-1,3,2-dioxaborolan-2-yl)phenyl)acetic acid (85 mg), 5-bromo-3-(6-fluoro-1,3-benzoxazol-2-yl)pyrazin-2-amine (100 mg) in toluene-dioxane (1 ml-1.5 ml) and 2M aqueous sodium carbonate (5 ml) was degassed. Pd(dppf)Cl2 (24 mg) was added. The resulting mixture was heated to 85° C. for 6 hours. 1-Butanol (5 ml) was added to the mixture and the mixture was washed with brine (3×5 ml). The resulting organic layer was concentrated and purified by chromatography on si... Starting materials: FC(C1=CC(=NC=2N1N=CC2C(=O)O)C2=CC=C(C=C2)C(F)(F)F)(F)F (7-trifluoromethyl-5-(4-trifluoromethyl-phenyl)-pyrazolo[1,5-a]pyrimidine-3-carboxylic acid), NC=1C=C(C=CC1)S(=O)(=O)NCC(F)(F)F (3-amino-N-(2,2,2-trifluoroethyl)-benzenesulfonamide). Product: FC(CNS(=O)(=O)C=1C=C(C=CC1)NC(=O)C=1C=NN2C1N=C(C=C2C(F)(F)F)C2=CC=C(C=C2)C(F)(F)F)(F)F (7-Trifluoromethyl-5-(4-trifluoromethyl-phenyl)-pyrazolo[1,5-a]pyrimidine-3-carboxylic acid[3-(2,2,2-trifluoro-ethylsulfamoyl)-phenyl]-amide). As a reaction SMILES: [F:1][C:2]([F:26])([F:25])[C:3]1[N:8]2[N:9]=[CH:10][C:11]([C:12](O)=[O:13])=[C:7]2[N:6]=[C:5]([C:15]2[CH:20]=[CH:19][C:18]([C:21]([F:24])([F:23])[F:22])=[CH:17][CH:16]=2)[CH:4]=1.[NH2:27][C:28]1[CH:29]=[C:30]([S:34]([NH:37][CH2:38][C:39]([F:42])([F:41])[F:40])(=[O:36])=[O:35])[CH:31]=[CH:32][CH:33]=1>>[F:42][C:39]([F:40])([F:41])[CH2:38][NH:37][S:34]([C:30]1[CH:29]=[C:28]([NH:27][C:12]([C:11]2[CH:10]=[N:9][N:8]3[C:3]([C:2]([F:25])([F:1])[F:26])=[CH:4][C:5]([C:15]4[CH:20]=[CH:19][C:18]([C:21]([F:22])([F:23])[F:24])=[CH:17][CH:16]=4)=[N:6][C:7]=23)=[O:13])[CH:33]=[CH:32][CH:31]=1)(=[O:36])=[O:35]. Procedure details: The title compound was prepared from 7-trifluoromethyl-5-(4-trifluoromethyl-phenyl)-pyrazolo[1,5-a]pyrimidine-3-carboxylic acid (example C.2) and 3-amino-N-(2,2,2-trifluoroethyl)-benzenesulfonamide (example B.1) according to general procedure II. Yellow solid. MS (ISP) 610.0 [(M−H)−]; mp 259° C. Reactants: FCC1(C2=C(B(O1)O)C=C(C=C2)C)CF (3,3-bis(fluoromethyl)-6-methylbenzo[c][1,2]oxaborol-1(3H)-ol), C1CC(=O)N(C1=O)Br (NBS). Solvent: C(Cl)(Cl)(Cl)Cl (CCl4). Product: BrCC=1C=CC2=C(B(OC2(CF)CF)O)C1 (6-(bromomethyl)-3,3-bis(fluoromethyl)benzo[c][1,2]oxaborol-1(3H)-ol). The yield is 87.4%. As a reaction SMILES: [F:1][CH2:2][C:3]1([CH2:14][F:15])[O:7][B:6]([OH:8])[C:5]2[CH:9]=[C:10]([CH3:13])[CH:11]=[CH:12][C:4]1=2.C1C(=O)N([Br:23])C(=O)C1>C(Cl)(Cl)(Cl)Cl>[Br:23][CH2:13][C:10]1[CH:11]=[CH:12][C:4]2[C:3]([CH2:14][F:15])([CH2:2][F:1])[O:7][B:6]([OH:8])[C:5]=2[CH:9]=1. Reported procedure: To a solution of 3,3-bis(fluoromethyl)-6-methylbenzo[c][1,2]oxaborol-1(3H)-ol (0.5 g, 2.36 mmol) in CCl4 (10 mL) under nitrogen was added NBS (420 mg, 2.36 mmol) and BPO (57 mg, 0.236 mmol). The mixture was refluxed for 2 h under the light from a Sun lamp, and then it was cooled to rt, washed with aqueous NaHCO3 and brine, dried over Na2SO4 and concentrated under vacuum. The residue was purified by column chromatography to provide the product (0.6 g, yield 87.4%).